This data is from the Open Reaction Database (ORD), a public repository of structured organic reaction records. The task is: describe an organic reaction: reactants, conditions, products, and yield Starting materials: COC1=C(C=CC=C1OC)C=1NC=CC1 (2-(2,3-dimethoxyphenyl)-1H-pyrrole), C(C)S(=O)(=O)C=1C=CC(=C(C1)C=1NC=CC1)OC (2-(5-ethylsulphonyl-2-methoxyphenyl)-1H-pyrrole), Heterocycles, acid chloride. Product: COC1=C(C=CC=C1OC)C=1NC(=CC1)CN1CCCCC1 (2-(2,3-Dimethoxyphenyl)-5-(1-piperidinylmethyl)-1H-pyrrole). RXN SMILES: [CH3:1][O:2][C:3]1[C:8]([O:9][CH3:10])=[CH:7][CH:6]=[CH:5][C:4]=1[C:11]1[NH:12][CH:13]=[CH:14][CH:15]=1.C(S(C1[CH:22]=[CH:23][C:24](OC)=[C:25]([C:27]2[NH:28][CH:29]=CC=2)C=1)(=O)=O)C>>[CH3:1][O:2][C:3]1[C:8]([O:9][CH3:10])=[CH:7][CH:6]=[CH:5][C:4]=1[C:11]1[NH:12][C:13]([CH2:29][N:28]2[CH2:27][CH2:25][CH2:24][CH2:23][CH2:22]2)=[CH:14][CH:15]=1. Procedure: This compound was prepared by a method analogous to that used to prepare example 2, but using 2-(2,3-dimethoxyphenyl)-1H-pyrrole (prepared according to the method of Kruse et al., [Heterocycles, 26, 3141, 1987] from the corresponding acid chloride) in place of 2-(5-ethylsulphonyl-2-methoxyphenyl)-1H-pyrrole. The reactants are CN(C)S(=O)(=O)n1cc(CC(C)(C)C)nc1C(C)(O)Cc1ccc(-c2ccc(F)cn2)cc1, CO, Cl. Product: CC(C)(C)Cc1c[nH]c(C(C)(O)Cc2ccc(-c3ccc(F)cn3)cc2)n1. Reaction SMILES: [CH3:2][C:3]([CH2:4][c:5]1[n:6][c:7]([C:16]([CH2:17][c:18]2[cH:19][cH:20][c:21](-[c:24]3[n:25][cH:26][c:27]([F:30])[cH:28][cH:29]3)[cH:22][cH:23]2)([CH3:31])[OH:32])[n:8]([S:10]([N:11]([CH3:12])[CH3:13])(=[O:14])=[O:15])[cH:9]1)([CH3:33])[CH3:34].[CH3:35][OH:36].[ClH:1]>>[CH3:2][C:3]([CH2:4][c:5]1[n:6][c:7]([C:16]([CH2:17][c:18]2[cH:19][cH:20][c:21](-[c:24]3[n:25][cH:26][c:27]([F:30])[cH:28][cH:29]3)[cH:22][cH:23]2)([CH3:31])[OH:32])[nH:8][cH:9]1)([CH3:33])[CH3:34]. Starting materials: C1CCOC1 (THF), ClCC(=O)Cl (Chloroacetyl chloride), N[C@H](CO)COCC1=CC=CC=C1 ((R)-(+)-2-amino-3-benzyloxy-1-propanol), [OH-].[Na+] (sodium hydroxide). Solvent: [Cl-].[Na+].O (brine), C1(=CC=CC=C1)C (toluene). Reaction conditions: time 1 hour. The product is C(C1=CC=CC=C1)OC[C@H]1COCC(N1)=O ((S)-5-benzyloxymethylmorpholin-3-one). Reaction SMILES: Cl[CH2:2][C:3](Cl)=[O:4].[NH2:6][C@@H:7]([CH2:10][O:11][CH2:12][C:13]1[CH:18]=[CH:17][CH:16]=[CH:15][CH:14]=1)[CH2:8][OH:9].[OH-].[Na+].C1COCC1>C1(C)C=CC=CC=1.[Cl-].[Na+].O>[CH2:12]([O:11][CH2:10][C@@H:7]1[NH:6][C:3](=[O:4])[CH2:2][O:9][CH2:8]1)[C:13]1[CH:18]=[CH:17][CH:16]=[CH:15][CH:14]=1 |f:2.3,6.7.8|. Reported procedure: Chloroacetyl chloride (0.242 mL) was added to a mixed solution of (R)-(+)-2-amino-3-benzyloxy-1-propanol (500 g) in toluene (7 mL) and a 2 N sodium hydroxide solution (7 mL) under ice-cooling. The reaction solution was stirred at room temperature for one hour. Then, THF and brine were added to the reaction solution, and the organic layer was separated. The resulting organic layer was washed with brine, and then dried over anhydrous magnesium sulfate and concentrated under reduced pressure. Sodiu... Starting materials: C(C)(C)(C)[Si](OCC1=CC=C(C=C1)[N+](=O)[O-])(C)C (tert-butyldimethyl-4-nitrobenzyloxysilane). Run in C(C)O (ethanol). Reaction conditions: time 7.5 hour. The product is NC1=CC=C(CO[Si](C)(C)C(C)(C)C)C=C1 (4-aminobenzyloxy-tert-butyldimethylsilane). Yield: 94.2%. RXN SMILES: [C:1]([Si:5]([CH3:18])([CH3:17])[O:6][CH2:7][C:8]1[CH:13]=[CH:12][C:11]([N+:14]([O-])=O)=[CH:10][CH:9]=1)([CH3:4])([CH3:3])[CH3:2]>C(O)C>[NH2:14][C:11]1[CH:12]=[CH:13][C:8]([CH2:7][O:6][Si:5]([C:1]([CH3:2])([CH3:3])[CH3:4])([CH3:17])[CH3:18])=[CH:9][CH:10]=1. Procedure details: In ethanol (80 ml) was dissolved tert-butyldimethyl-4-nitrobenzyloxysilane (16.5 g), and to the mixture was added dried 5% palladium on carbon (0.83 g). Under hydrogen atmosphere, the mixture was stirred at room temperature under atmospheric pressure for 7.5 hours. The palladium was filtered off, and the filtrate was concentrated. The residue was separated and purified with column chromatography (ethyl acetate/hexane=1/4) to give 4-aminobenzyloxy-tert-butyldimethylsilane (13.8 g) as colorless oi...